This data is from the Open Reaction Database (ORD), a public repository of structured organic reaction records. The task is: describe an organic reaction: reactants, conditions, products, and yield The reactants are CCO, Cl, O=N[O-], CC(C)Cn1c(N)cc(=O)n(C)c1=S, [Na+], O. Product: CC(C)Cn1c(N)c(N=O)c(=O)n(C)c1=S. RXN SMILES: [CH3:21][CH2:22][OH:23].[ClH:19].[N:1](=[O:2])[O-:3].[NH2:5][c:6]1[cH:7][c:8](=[O:18])[n:9]([CH3:17])[c:10](=[S:16])[n:11]1[CH2:12][CH:13]([CH3:14])[CH3:15].[Na+:4].[OH2:20]>>[N:1](=[O:3])[c:7]1[c:6]([NH2:5])[n:11]([CH2:12][CH:13]([CH3:14])[CH3:15])[c:10](=[S:16])[n:9]([CH3:17])[c:8]1=[O:18]. The reactants are [Fe], O=[N+]([O-])c1cccc(Cc2ccoc2)c1. The product is Nc1cccc(Cc2ccoc2)c1. As a reaction SMILES: [Fe:16].[N+:1]([O-:2])(=[O:3])[c:4]1[cH:5][c:6]([CH2:7][c:8]2[cH:9][o:10][cH:11][cH:12]2)[cH:13][cH:14][cH:15]1>>[NH2:1][c:4]1[cH:5][c:6]([CH2:7][c:8]2[cH:9][o:10][cH:11][cH:12]2)[cH:13][cH:14][cH:15]1.